Dataset: the Open Reaction Database (ORD), a public repository of structured organic reaction records. Task: describe an organic reaction: reactants, conditions, products, and yield Starting materials: COc1ccc(C2(O)CCC3(CC2)OCCO3)cn1, CC(C)=O, Cl, [Na+], O=C([O-])O. Product: COc1ccc(C2(O)CCC(=O)CC2)cn1. Reaction SMILES: [CH3:1][O:2][c:3]1[cH:4][cH:5][c:6]([C:9]2([OH:19])[CH2:10][CH2:11][C:12]3([O:13][CH2:16][CH2:15][O:14]3)[CH2:17][CH2:18]2)[cH:7][n:8]1.[CH3:26][C:27](=[O:28])[CH3:29].[ClH:20].[Na+:25].[O-:21][C:22]([OH:23])=[O:24]>>[CH3:1][O:2][c:3]1[cH:4][cH:5][c:6]([C:9]2([OH:19])[CH2:10][CH2:11][C:12](=[O:13])[CH2:17][CH2:18]2)[cH:7][n:8]1.